From a dataset of the Open Reaction Database (ORD), a public repository of structured organic reaction records. describe an organic reaction: reactants, conditions, products, and yield Reactants: Cc1ccccc1, CC(=O)OC(C)=O, CC(=O)O, Nc1cc([N+](=O)[O-])ccc1O. The product is CC(=O)Nc1cc([N+](=O)[O-])ccc1O. Reaction SMILES: [CH3:12][c:13]1[cH:14][cH:15][cH:16][cH:17][cH:18]1.[CH3:19][C:20](=[O:21])[O:22][C:23](=[O:24])[CH3:25].[CH3:26][C:27](=[O:28])[OH:29].[NH2:1][c:2]1[c:3]([OH:11])[cH:4][cH:5][c:6]([N+:8](=[O:9])[O-:10])[cH:7]1>>[NH:1]([c:2]1[c:3]([OH:11])[cH:4][cH:5][c:6]([N+:8](=[O:9])[O-:10])[cH:7]1)[C:20]([CH3:19])=[O:21]. The reactants are Cc1ncc(B(O)O)cn1, CC(C)NC(C)C, O=C(O)c1cc(Cl)nc(-c2ccc(F)cc2F)c1, [Na], [Na], [Na], CN(C)C=O, O, O=S(=O)(O)c1cccc(P(c2cccc(S(=O)(=O)O)c2)c2cccc(S(=O)(=O)O)c2)c1. Yields the product Cl, Cc1ncc(-c2cc(C(=O)O)cc(-c3ccc(F)cc3F)n2)cn1. RXN SMILES: [CH3:19][c:20]1[n:21][cH:22][c:23]([B:26]([OH:27])[OH:28])[cH:24][n:25]1.[CH:63]([NH:64][CH:65]([CH3:66])[CH3:67])([CH3:68])[CH3:69].[Cl:1][c:2]1[cH:3][c:4]([C:5](=[O:6])[OH:7])[cH:8][c:9](-[c:11]2[c:12]([F:18])[cH:13][c:14]([F:17])[cH:15][cH:16]2)[n:10]1.[Na:29].[Na:30].[Na:31].[O:70]=[CH:71][N:72]([CH3:73])[CH3:74].[OH2:75].[P:32]([c:33]1[cH:34][c:35]([S:36]([OH:37])(=[O:38])=[O:39])[cH:40][cH:41][cH:42]1)([c:43]1[cH:44][c:45]([S:46]([OH:47])(=[O:48])=[O:49])[cH:50][cH:51][cH:52]1)[c:53]1[cH:54][c:55]([S:56]([OH:57])(=[O:58])=[O:59])[cH:60][cH:61][cH:62]1>>[ClH:1].[c:2]1(-[c:23]2[cH:22][n:21][c:20]([CH3:19])[n:25][cH:24]2)[cH:3][c:4]([C:5](=[O:6])[OH:7])[cH:8][c:9](-[c:11]2[c:12]([F:18])[cH:13][c:14]([F:17])[cH:15][cH:16]2)[n:10]1. Reactants: CC(C)(C)[Si](C)(C)OCCCCCCBr, C1CCOC1, [Cl-], CC1(C)OB(c2ccc(I)cc2)OC1(C)C, I, [NH4+], [Zn]. Yields the product CC1(C)OB(c2ccc(CCCCCCO[Si](C)(C)C(C)(C)C)cc2)OC1(C)C. As a reaction SMILES: [Br:2][CH2:3][CH2:4][CH2:5][CH2:6][CH2:7][CH2:8][O:9][Si:10]([CH3:11])([CH3:12])[C:13]([CH3:14])([CH3:15])[CH3:16].[CH2:36]1[O:37][CH2:38][CH2:39][CH2:40]1.[Cl-:33].[I:17][c:18]1[cH:19][cH:20][c:21]([B:24]2[O:25][C:26]([CH3:31])([CH3:32])[C:27]([CH3:29])([CH3:30])[O:28]2)[cH:22][cH:23]1.[I:1].[NH4+:34].[Zn:35]>>[CH2:3]([CH2:4][CH2:5][CH2:6][CH2:7][CH2:8][O:9][Si:10]([CH3:11])([CH3:12])[C:13]([CH3:14])([CH3:15])[CH3:16])[c:18]1[cH:19][cH:20][c:21]([B:24]2[O:25][C:26]([CH3:31])([CH3:32])[C:27]([CH3:29])([CH3:30])[O:28]2)[cH:22][cH:23]1. Reactants: CCOC(=O)C(=O)c1scc(Cl)c1Cl, CC(C)=O, Cl, O. The product is O=C(O)C(=O)c1scc(Cl)c1Cl. RXN SMILES: [CH2:1]([CH3:2])[O:3][C:4]([C:5](=[O:6])[c:7]1[s:8][cH:9][c:10]([Cl:13])[c:11]1[Cl:12])=[O:14].[CH3:16][C:17](=[O:18])[CH3:19].[ClH:15].[OH2:20]>>[O:3]=[C:4]([C:5](=[O:6])[c:7]1[s:8][cH:9][c:10]([Cl:13])[c:11]1[Cl:12])[OH:14]. Reactants: [Cr](=O)(=O)([O-])O[Cr](=O)(=O)[O-].[NH+]1=CC=CC=C1.[NH+]1=CC=CC=C1 (pyridinium dichromate), C(C)(=O)C=1C=CC(=C(C(=O)OC)C1)OCCCC=C (5-acetyl-2-(4-pentenyloxy)benzoic acid, methyl ester), O=[O+][O-] (ozone), CSC (dimethyl sulfide), CN(C=O)C (N,N-dimethylformamide). Solvent: O (water), C(Cl)Cl (methylene dichloride). Conditions: temperature -78 celsius, time 20 hour. The product is C(C)(=O)C=1C=CC(=C(C(=O)OC)C1)OCCCC(=O)O (5-acetyl-2-(3-carboxypropoxy)benzoic acid, methyl ester). Isolated yield 50.0%. RXN SMILES: [C:1]([C:4]1[CH:5]=[CH:6][C:7]([O:14][CH2:15][CH2:16][CH2:17]C=C)=[C:8]([CH:13]=1)[C:9]([O:11][CH3:12])=[O:10])(=[O:3])[CH3:2].O=[O+][O-].CSC.[Cr](O[Cr]([O-])(=O)=O)([O-])(=O)=[O:27].[NH+]1C=CC=CC=1.[NH+]1C=CC=CC=1.CN(C)[CH:49]=[O:50]>C(Cl)Cl.O>[C:1]([C:4]1[CH:5]=[CH:6][C:7]([O:14][CH2:15][CH2:16][CH2:17][C:49]([OH:50])=[O:27])=[C:8]([CH:13]=1)[C:9]([O:11][CH3:12])=[O:10])(=[O:3])[CH3:2] |f:3.4.5|. Procedure details: A sample of 0.203 g (0.775 mmol) of 5-acetyl-2-(4-pentenyloxy)benzoic acid, methyl ester is dissolved in 5 mL of methylene dichloride, under an argon atmosphere, and cooled to -78° C. in a dry ice acetone bath, with stirring. Next, ozone gas is passed through this solution for 10 minutes, until it turns a light bluish color. Then 0.5 mL of dimethyl sulfide is added to quench the reaction and it is allowed to warm to room temperature for 2 hours. The mixture is then evaporated under high vacuum, ...